From a dataset of the Open Reaction Database (ORD), a public repository of structured organic reaction records. describe an organic reaction: reactants, conditions, products, and yield The reactants are BrC=1C(=NC(=NC1)Cl)N1C(COCC1)C(=O)N[C@H](C)C1=CC=C(C=C1)Cl (4-(5-bromo-2-chloropyrimidin-4-yl)-N—((R)-1-(4-chlorophenyl)ethyl)morpholine-3-carboxamide), CC1(C2=C(C(=CC=C2)P(C3=CC=CC=C3)C4=CC=CC=C4)OC5=C(C=CC=C51)P(C6=CC=CC=C6)C7=CC=CC=C7)C (Xantphos), [O-]P(=O)([O-])[O-].[K+].[K+].[K+] (potassium phosphate tribasic). The reagents and catalysts are C(C)(=O)[O-].[Pd+2].C(C)(=O)[O-] (palladium(II)acetate). Run in O1CCOCC1 (dioxane), C(C)(C)(C)O (tert-butanol), C(C)(=O)OCC (ethyl acetate). Reaction conditions: temperature 105 celsius, time 72 hour. The product is ClC1=NC=2N3C(C(N(C2C=N1)[C@H](C)C1=CC=C(C=C1)Cl)=O)COCC3 (2-chloro-5-((R)-1-(4-chlorophenyl)ethyl)-6a,7,9,10-tetrahydro-[1,4]oxazino[3,4-h]pteridin-6(5H)-one). The yield is 12.3%. RXN SMILES: Br[C:2]1[C:3]([N:9]2[CH2:14][CH2:13][O:12][CH2:11][CH:10]2[C:15]([NH:17][C@@H:18]([C:20]2[CH:25]=[CH:24][C:23]([Cl:26])=[CH:22][CH:21]=2)[CH3:19])=[O:16])=[N:4][C:5]([Cl:8])=[N:6][CH:7]=1.CC1(C)C2C(=C(P(C3C=CC=CC=3)C3C=CC=CC=3)C=CC=2)OC2C(P(C3C=CC=CC=3)C3C=CC=CC=3)=CC=CC1=2.[O-]P([O-])([O-])=O.[K+].[K+].[K+]>O1CCOCC1.C(O)(C)(C)C.C(OCC)(=O)C.C([O-])(=O)C.[Pd+2].C([O-])(=O)C>[Cl:8][C:5]1[N:6]=[CH:7][C:2]2[N:17]([C@@H:18]([C:20]3[CH:25]=[CH:24][C:23]([Cl:26])=[CH:22][CH:21]=3)[CH3:19])[C:15](=[O:16])[CH:10]3[CH2:11][O:12][CH2:13][CH2:14][N:9]3[C:3]=2[N:4]=1 |f:2.3.4.5,9.10.11|. Reported procedure: To an oven dried vial were added 4-(5-bromo-2-chloropyrimidin-4-yl)-N—((R)-1-(4-chlorophenyl)ethyl)morpholine-3-carboxamide (PREPARATION x31, 574 mg, 1.247 mmol), Xantphos (54.1 mg, 0.094 mmol), potassium phosphate tribasic (265 mg, 1.247 mmol) and palladium(II)acetate (14.00 mg, 0.062 mmol) in dioxane (5 mL) and tert-butanol (1 mL). The reaction mixture was degassed for 5 minutes with N2. The vial was then sealed and heated to 105° C. and the contents were stirred for 72 hours to give a brown s... Reactants: O=C([O-])[O-], Oc1ccc(OCc2ccccc2)cc1, COC(=O)C(Cl)C(=O)OC, [Cs+], [Cs+], [I-], [K+], CN(C)C=O. The product is COC(=O)C(Oc1ccc(OCc2ccccc2)cc1)C(=O)OC. RXN SMILES: [C:26](=[O:27])([O-:28])[O-:29].[CH2:1]([c:2]1[cH:3][cH:4][cH:5][cH:6][cH:7]1)[O:8][c:9]1[cH:10][cH:11][c:12]([OH:15])[cH:13][cH:14]1.[Cl:16][CH:17]([C:18](=[O:19])[O:20][CH3:21])[C:22](=[O:23])[O:24][CH3:25].[Cs+:30].[Cs+:31].[I-:33].[K+:32].[O:34]=[CH:35][N:36]([CH3:37])[CH3:38]>>[CH2:1]([c:2]1[cH:3][cH:4][cH:5][cH:6][cH:7]1)[O:8][c:9]1[cH:10][cH:11][c:12]([O:15][CH:17]([C:18](=[O:19])[O:20][CH3:21])[C:22](=[O:23])[O:24][CH3:25])[cH:13][cH:14]1. The reactants are O (water), C(C)(C)(C)C1=C(C=CC(=C1)Cl)N1CCN(CC1)C(=O)C1=CC=C(C=N1)O (6-{[4-(2-tert-Butyl-4-chlorophenyl)piperazin-1-yl]carbonyl}pyridin-3-ol), BrCC(=O)OC (methyl bromoacetate), C([O-])([O-])=O.[K+].[K+] (potassium carbonate). The solvent is CN(C=O)C (N,N-dimethylformamide). Reaction conditions: time 2 hour. The product is C(C)(C)(C)C1=C(C=CC(=C1)Cl)N1CCN(CC1)C(=O)C1=CC=C(C=N1)OCC(=O)OC (Methyl [(6-{[4-(2-tert-butyl-4-chlorophenyl)piperazin-1-yl]carbonyl}pyridin-3-yl)oxy]acetate). Isolated yield 87.7%. Reaction SMILES: [C:1]([C:5]1[CH:10]=[C:9]([Cl:11])[CH:8]=[CH:7][C:6]=1[N:12]1[CH2:17][CH2:16][N:15]([C:18]([C:20]2[N:25]=[CH:24][C:23]([OH:26])=[CH:22][CH:21]=2)=[O:19])[CH2:14][CH2:13]1)([CH3:4])([CH3:3])[CH3:2].Br[CH2:28][C:29]([O:31][CH3:32])=[O:30].C(=O)([O-])[O-].[K+].[K+].O>CN(C)C=O>[C:1]([C:5]1[CH:10]=[C:9]([Cl:11])[CH:8]=[CH:7][C:6]=1[N:12]1[CH2:13][CH2:14][N:15]([C:18]([C:20]2[N:25]=[CH:24][C:23]([O:26][CH2:28][C:29]([O:31][CH3:32])=[O:30])=[CH:22][CH:21]=2)=[O:19])[CH2:16][CH2:17]1)([CH3:4])([CH3:2])[CH3:3] |f:2.3.4|. Procedure: A mixture of 6-{[4-(2-tert-butyl-4-chlorophenyl)piperazin-1-yl]carbonyl}pyridin-3-ol (Example 208, 0.26 g, 0.69 mmol), methyl bromoacetate (0.13 g, 0.82 mmol) and potassium carbonate (0.19 g, 1.38 mmol) in N,N-dimethylformamide (5 mL) was stirred at room temperature for 2 h. The reaction mixture was poured into water and extracted with ethyl acetate. The extract was washed with water and brine, dried over anhydrous magnesium sulfate, filtered and concentrated under reduced pressure. The residue ... Starting materials: S1C2=C(C=C1CCCCCC[Mg]Br)C=CC=C2 (6-(benzo[b]thien-2-yl)hexylmagnesium bromide), S1C2=C(C=C1CCCCCCBr)C=CC=C2 (6-(benzo[b]thien-2-yl)-1-bromohexane), [Mg] (magnesium), BrCCBr (1,2-dibromoethane), C[Si](C1=CC(=CO1)C=O)(C)C (5-trimethylsilyl-3-furaldehyde). The solvent is O1CCCC1 (tetrahydrofuran), O1CCCC1 (tetrahydrofuran). Conditions: time 30 minute. The product is S1C2=C(C=C1CCCCCCC(O)C=1C=C(OC1)[Si](C)(C)C)C=CC=C2 (4-(7-Benzo[b]thien-2-yl-1-hydroxyheptyl)-2-trimethylsilylfuran). As a reaction SMILES: [S:1]1[C:5]([CH2:6][CH2:7][CH2:8][CH2:9][CH2:10][CH2:11][Mg]Br)=[CH:4][C:3]2[CH:14]=[CH:15][CH:16]=[CH:17][C:2]1=2.S1C(CCCCCCBr)=CC2C=CC=CC1=2.[Mg].BrCCBr.[CH3:39][Si:40]([CH3:49])([CH3:48])[C:41]1[O:45][CH:44]=[C:43]([CH:46]=[O:47])[CH:42]=1>O1CCCC1>[S:1]1[C:5]([CH2:6][CH2:7][CH2:8][CH2:9][CH2:10][CH2:11][CH:46]([C:43]2[CH:42]=[C:41]([Si:40]([CH3:49])([CH3:48])[CH3:39])[O:45][CH:44]=2)[OH:47])=[CH:4][C:3]2[CH:14]=[CH:15][CH:16]=[CH:17][C:2]1=2. Procedure: To a stirred solution of 6-(benzo[b]thien-2-yl)hexylmagnesium bromide (1.22 mmol, prepared from 1.22 mmol 6-(benzo[b]thien-2-yl)-1-bromohexane and 2.44 mmol magnesium, initiated with a catalytic amount of 1,2-dibromoethane) in 1.5 ml tetrahydrofuran at 0° under argon was added dropwise 5-trimethylsilyl-3-furaldehyde (0.167 g., 0.99 mmol) in 1 ml tetrahydrofuran. This solution was allowed to warm to room temperature, stirred for 30 minutes, and then quenched with a 5% ammonium chloride solution. ... Reactants: C=C.NC1=CC=C(C=O)C=C1 (p-aminobenzaldehyde ethylene), Cl.NO (hydroxylamine hydrochloride), C(OC)(OC)OC (trimethyl orthoformate), [N-]=C=O.C(C=C)OC([C@@H](N)[C@@H](C)CC)=O (isoleucine allyl ester isocyanate), N1=CC=CC=C1 (pyridine), acetal. Solvent: CO (CH3OH), C1CCOC1 (THF), C1CCOC1 (THF). Run at time 2 hour. The product is ON=CC1=CC=C(C=C1)NC(=O)NC(CCC)(C)C(=O)OCC=C (N-[4-(hydroxyiminomethyl)phenyl]-N'-[1-(allyloxycarbonyl)-1-methylbutyl]urea). Reaction SMILES: C=C.[NH2:3][C:4]1[CH:11]=[CH:10][C:7]([CH:8]=O)=[CH:6][CH:5]=1.[N-:12]=[C:13]=[O:14].C(O[C:19](=O)[C@H:20]([C@H:22]([CH2:24][CH3:25])C)N)C=C.N1[CH:32]=[CH:31]C=CC=1.Cl.[NH2:34][OH:35].[CH:36](OC)([O:39][CH3:40])[O:37]C>C1COCC1.CO>[OH:35][N:34]=[CH:8][C:7]1[CH:10]=[CH:11][C:4]([NH:3][C:13]([NH:12][C:20]([C:36]([O:39][CH2:40][CH:31]=[CH2:32])=[O:37])([CH3:19])[CH2:22][CH2:24][CH3:25])=[O:14])=[CH:5][CH:6]=1 |f:0.1,2.3,5.6|. Procedure details: A solution of 0.1 mol of p-aminobenzaldehyde ethylene glyco acetal in 100 mL of anhydrous THF is added dropwise over 10 minutes to a solution of 0.1 mol of isoleucine allyl ester isocyanate and 0.35 mol pyridine in 100 mL THF at room temperature under N2. The reaction mixture is stirred at room temperature for 2 hours. After 2 hours the solvent is removed by rotary evaporator. A solution of 0.11 mmol hydroxylamine hydrochloride and 0.1 mol trimethyl orthoformate in CH3OH is added, and the reacti... Starting materials: N1C=NC(=C1)C=1C(=NOC1C)C1=CC=CC=C1 (4-(1H-imidazol-4-yl)-5-methyl-3-phenyl-isoxazole), CC=1C=C(C=CC1)B(O)O (3-methylphenylboronic acid). Product: CC1=C(C(=NO1)C1=CC=CC=C1)C=1N=CN(C1)C=1C=C(C=CC1)C (5-Methyl-3-phenyl-4-(1-m-tolyl-1H-imidazol-4-yl)-isoxazole). Yield: 10.0%. RXN SMILES: [NH:1]1[CH:5]=[C:4]([C:6]2[C:7]([C:12]3[CH:17]=[CH:16][CH:15]=[CH:14][CH:13]=3)=[N:8][O:9][C:10]=2[CH3:11])[N:3]=[CH:2]1.[CH3:18][C:19]1[CH:20]=[C:21](B(O)O)[CH:22]=[CH:23][CH:24]=1>>[CH3:11][C:10]1[O:9][N:8]=[C:7]([C:12]2[CH:13]=[CH:14][CH:15]=[CH:16][CH:17]=2)[C:6]=1[C:4]1[N:3]=[CH:2][N:1]([C:23]2[CH:24]=[C:19]([CH3:18])[CH:20]=[CH:21][CH:22]=2)[CH:5]=1. Reported procedure: As described for Example 3, 4-(1H-imidazol-4-yl)-5-methyl-3-phenyl-isoxazole (112.6 mg, 0.5 mmol) was converted, using 3-methylphenylboronic acid instead of 4-fluorophenylboronic acid, to the title compound (16 mg, 10%) which was obtained as a white solid. MS (ESI): m/e=315.0 [M+H]+. Starting materials: [Cl-], N#Cc1ncc(Cl)c(Cl)c1Cl, CC(O)C(F)(F)F, [H-], [NH4+], [Na+], C1CCOC1. Product: CC(Oc1c(Cl)cnc(C#N)c1Cl)C(F)(F)F. Reaction SMILES: [Cl-:21].[Cl:10][c:11]1[c:12]([C:19]#[N:20])[n:13][cH:14][c:15]([Cl:18])[c:16]1[Cl:17].[F:3][C:4]([CH:5]([CH3:6])[OH:7])([F:8])[F:9].[H-:1].[NH4+:22].[Na+:2].[O:23]1[CH2:24][CH2:25][CH2:26][CH2:27]1>>[F:3][C:4]([CH:5]([CH3:6])[O:7][c:16]1[c:11]([Cl:10])[c:12]([C:19]#[N:20])[n:13][cH:14][c:15]1[Cl:18])([F:8])[F:9].